This data is from the Open Reaction Database (ORD), a public repository of structured organic reaction records. The task is: describe an organic reaction: reactants, conditions, products, and yield The reactants are COc1ccc(P2(=S)SP(=S)(c3ccc(OC)cc3)S2)cc1, Cc1ccccc1, Cc1ccc(F)c(F)c1C1NC(=O)CC(c2cccc(Cl)c2)C12C(=O)Nc1cc(Cl)ccc12. Yields the product Cc1ccc(F)c(F)c1C1NC(=S)CC(c2cccc(Cl)c2)C12C(=O)Nc1cc(Cl)ccc12. As a reaction SMILES: [CH3:34][O:35][c:36]1[cH:37][cH:38][c:39]([P:40]2(=[S:41])[S:42][P:44](=[S:45])([c:46]3[cH:47][cH:48][c:49]([O:50][CH3:51])[cH:52][cH:53]3)[S:43]2)[cH:54][cH:55]1.[CH3:56][c:57]1[cH:58][cH:59][cH:60][cH:61][cH:62]1.[Cl:1][c:2]1[cH:3][cH:4][c:5]2[c:9]([cH:10]1)[NH:8][C:7](=[O:11])[C:6]21[CH:12]([c:25]2[c:26]([F:33])[c:27]([F:32])[cH:28][cH:29][c:30]2[CH3:31])[NH:13][C:14](=[O:24])[CH2:15][CH:16]1[c:17]1[cH:18][c:19]([Cl:23])[cH:20][cH:21][cH:22]1>>[Cl:1][c:2]1[cH:3][cH:4][c:5]2[c:9]([cH:10]1)[NH:8][C:7](=[O:11])[C:6]21[CH:12]([c:25]2[c:26]([F:33])[c:27]([F:32])[cH:28][cH:29][c:30]2[CH3:31])[NH:13][C:14](=[S:43])[CH2:15][CH:16]1[c:17]1[cH:18][c:19]([Cl:23])[cH:20][cH:21][cH:22]1. Reaction SMILES: [C:9]([CH:10]([OH:11])[CH3:12])(=[O:13])[O:14][CH2:15][CH3:16].[F:1][c:2]1[cH:3][cH:4][c:5]([OH:8])[cH:6][cH:7]1.[O:36]1[CH2:37][CH2:38][CH2:39][CH2:40]1.[c:17]1([P:18]([c:19]2[cH:20][cH:21][cH:22][cH:23][cH:24]2)[c:25]2[cH:26][cH:27][cH:28][cH:29][cH:30]2)[cH:31][cH:32][cH:33][cH:34][cH:35]1>>[F:1][c:2]1[cH:3][cH:4][c:5]([O:8][CH:10]([C:9](=[O:13])[O:14][CH2:15][CH3:16])[CH3:12])[cH:6][cH:7]1. Yields the product CCOC(=O)C(C)Oc1ccc(F)cc1. Starting materials: CCOC(=O)C(C)O, Oc1ccc(F)cc1, C1CCOC1, c1ccc(P(c2ccccc2)c2ccccc2)cc1. Reactants: C(C=C)C1=C(C(=O)OCC)C=CC=C1OCC1=CC=CC=C1 (ethyl 2-allyl-3-benzyloxybenzoate), OO (hydrogen peroxide). The solvent is C1CCOC1 (THF), C(=O)(O)[O-].[Na+] (NaHCO3). Reaction conditions: time 1 hour. The product is OCCCC1=C(C(=O)OCC)C=CC=C1OCC1=CC=CC=C1 (Ethyl 2-(3-hydroxypropyl)-3-benzyloxybenzoate). The yield is 88.0%. As a reaction SMILES: [CH2:1]([C:4]1[C:14]([O:15][CH2:16][C:17]2[CH:22]=[CH:21][CH:20]=[CH:19][CH:18]=2)=[CH:13][CH:12]=[CH:11][C:5]=1[C:6]([O:8][CH2:9][CH3:10])=[O:7])[CH:2]=[CH2:3].[OH:23]O>C1COCC1.C([O-])(O)=O.[Na+]>[OH:23][CH2:3][CH2:2][CH2:1][C:4]1[C:14]([O:15][CH2:16][C:17]2[CH:22]=[CH:21][CH:20]=[CH:19][CH:18]=2)=[CH:13][CH:12]=[CH:11][C:5]=1[C:6]([O:8][CH2:9][CH3:10])=[O:7] |f:3.4|. Procedure: A solution of ethyl 2-allyl-3-benzyloxybenzoate (29.6 g, 100 mmol) in THF (300 ml) was cooled to -10° C. under nitrogen. A solution of borane THF complex (110 ml of 1M, 110 mmol) was added dropwise, and the reaction mixture was allowed to warm to room temperature and stirred for 1 hr. A solution of hydrogen peroxide (12 ml) in saturated NaHCO3 (200 ml) was then slowly added, and the mixture was stirred for 30 min. The mixture was extracted with ethyl acetate twice. The ethyl acetate extracts wer...